This data is from the Open Reaction Database (ORD), a public repository of structured organic reaction records. The task is: describe an organic reaction: reactants, conditions, products, and yield The reactants are Cl.FC1=C(C=CC=C1)COC1(CCN(CC1)C)C1SCCCS1 (4-(2-fluorophenylmethoxy)-1-methyl-4-(1,3-dithian-2-yl)piperidine hydrochloride), B(F)(F)F (BF3), O (water), mercuric oxide. Solvent: O1CCCC1 (tetrahydrofuran), CCOCC (ether). Yields the product Cl.FC1=C(C=CC=C1)COC1(CCN(CC1)C)C=O (4-(2-fluorophenylmethoxy)-1-methyl-4-oxomethyl piperidine hydrochloride). Isolated yield 36.9%. As a reaction SMILES: [ClH:1].[F:2][C:3]1[CH:8]=[CH:7][CH:6]=[CH:5][C:4]=1[CH2:9][O:10][C:11]1([CH:18]2SCCCS2)[CH2:16][CH2:15][N:14]([CH3:17])[CH2:13][CH2:12]1.[OH2:24].B(F)(F)F>O1CCCC1.CCOCC>[ClH:1].[F:2][C:3]1[CH:8]=[CH:7][CH:6]=[CH:5][C:4]=1[CH2:9][O:10][C:11]1([CH:18]=[O:24])[CH2:16][CH2:15][N:14]([CH3:17])[CH2:13][CH2:12]1 |f:0.1,6.7|. Procedure: The compound 4-(2-fluorophenylmethoxy)-1-methyl-4-(1,3-dithian-2-yl)piperidine hydrochloride (5 g, 13.1 mmole) was suspended in tetrahydrofuran (50 ml), and water (5 ml) was added to completely dissolve the compound. Red mercuric oxide (8.6 g, 39.7 mmole) was added to the solution. After a complex was formed, BF3 etherate (32.3 ml, 39.7 mmole) was added dropwise to the stirred suspension under nitrogen and reaction was taken to completion as indicated by TLC. The reaction mixture was diluted wit... Reaction SMILES: [CH3:1][O:2][C:3]1[CH:4]=[C:5]([N:12]2[CH2:17][CH2:16][NH:15][CH2:14][CH2:13]2)[CH:6]=[CH:7][C:8]=1[N+:9]([O-:11])=[O:10].[CH3:18][CH:19]([CH3:22])[CH2:20]I.C(=O)([O-])[O-].[K+].[K+]>C(#N)C>[CH3:1][O:2][C:3]1[CH:4]=[C:5]([N:12]2[CH2:17][CH2:16][N:15]([CH2:18][CH:19]([CH3:22])[CH3:20])[CH2:14][CH2:13]2)[CH:6]=[CH:7][C:8]=1[N+:9]([O-:11])=[O:10] |f:2.3.4|. Yields the product COC=1C=C(C=CC1[N+](=O)[O-])N1CCN(CC1)CC(C)C (1-[3-(methyloxy)-4-nitrophenyl]-4-(2-methylpropyl)piperazine). Reported procedure: A solution of 1-[3-(methyloxy)-4-nitrophenyl]piperazine (2.09 g, 8.44 mmol), 2-methyl-iodopropane (2.1 g, 11.39 mmol), and potassium carbonate (4.7 g, 34 mmol) in acetonitrile (80 mL) was heated in a pressure vessel at 80° C. for 24 hours. The reaction was cooled and the acetonitrile was removed under reduced pressure. The solids were dissolved in methylene chloride/water. The organic layer was dried over sodium sulfate, filtered, and the solvent removed under reduced pressure. The resultant res... The solvent is C(C)#N (acetonitrile). The reactants are COC=1C=C(C=CC1[N+](=O)[O-])N1CCNCC1 (1-[3-(methyloxy)-4-nitrophenyl]piperazine), CC(CI)C (2-methyl-iodopropane), C([O-])([O-])=O.[K+].[K+] (potassium carbonate). Isolated yield 68.7%. Starting materials: NC(C#N)(CN1N=C2C=C(C=C(C2=C1OC)Cl)Cl)C (2-amino-3-(4,6-dichloro-3-methoxy-2H-indazol-2-yl)-2-methylpropionitrile), FC(C1=CC=C(C(=S)Cl)C=C1)(F)F (4-trifluoromethylthiobenzoyl chloride). Yields the product C(#N)C(CN1N=C2C=C(C=C(C2=C1OC)Cl)Cl)(C)NC(C1=CC=C(C=C1)C(F)(F)F)=S (N-[1-Cyano-2-(4,6-dichloro-3-methoxy-2H-indazol-2-yl)-1-methylethyl]-4-trifluoromethylthiobenzamide), solid. The yield is 83.0%. Reaction SMILES: [NH2:1][C:2]([CH3:19])([CH2:5][N:6]1[C:14]([O:15][CH3:16])=[C:13]2[C:8]([CH:9]=[C:10]([Cl:18])[CH:11]=[C:12]2[Cl:17])=[N:7]1)[C:3]#[N:4].[F:20][C:21]([F:32])([F:31])[C:22]1[CH:30]=[CH:29][C:25]([C:26](Cl)=[S:27])=[CH:24][CH:23]=1>>[C:3]([C:2]([NH:1][C:26](=[S:27])[C:25]1[CH:24]=[CH:23][C:22]([C:21]([F:20])([F:31])[F:32])=[CH:30][CH:29]=1)([CH3:19])[CH2:5][N:6]1[C:14]([O:15][CH3:16])=[C:13]2[C:8]([CH:9]=[C:10]([Cl:18])[CH:11]=[C:12]2[Cl:17])=[N:7]1)#[N:4]. Procedure details: Using a procedure similar to that described in Example 1, except using 2-amino-3-(4,6-dichloro-3-methoxy-2H-indazol-2-yl)-2-methylpropionitrile (30 mg, described in Example 116) and 4-trifluoromethylthiobenzoyl chloride, the title compound was isolated as a white solid (42 mg, 83%). MS (ES): M/Z [M+H]=503. 1H NMR: (400 MHz, DMSO-d6): 1.75 (s, 3H), 4.12 (s, 3H), 4.94 (d, J=6.5 Hz, 2H), 7.17 (d, J=1.2 Hz, 1H), 7.62 (d, J=1.1 Hz, 1H), 7.86-7.91 (m, 2H), 7.93-7.99 (m, 2H) and 9.03 (s, 1H). 19F NMR (... The reactants are C(C=C)NCC=C (diallylamine), [OH-].[Na+] (caustic soda), C([O-])([O-])=O.[Na+].[Na+] (sodium carbonate), N1=C(Cl)N=C(Cl)N=C1Cl (cyanuric chloride). Solvent: O1CCOCC1 (1,4-dioxane). Conditions: temperature 60 celsius, time 2 hour. Product: C(C=C)N(C1=NC(=NC(=N1)N(CC=C)CC=C)Cl)CC=C (4,6-bis(diallylamino)-2-chloro-1,3,5-triazine). Yield: 90.0%. Reaction SMILES: C(=O)([O-])[O-].[Na+].[Na+].[N:7]1[C:14](Cl)=[N:13][C:11]([Cl:12])=[N:10][C:8]=1Cl.[CH2:16]([NH:19][CH2:20][CH:21]=[CH2:22])[CH:17]=[CH2:18].[OH-].[Na+]>O1CCOCC1>[CH2:16]([N:19]([CH2:20][CH:21]=[CH2:22])[C:14]1[N:7]=[C:8]([N:19]([CH2:20][CH:21]=[CH2:22])[CH2:16][CH:17]=[CH2:18])[N:10]=[C:11]([Cl:12])[N:13]=1)[CH:17]=[CH2:18] |f:0.1.2,5.6|. Reported procedure: After 21.2 g (0.20 mol) of sodium carbonate and 20.0 g (0.10 mol) of cyanuric chloride were added and dissolved into 140 g of 1,4-dioxane, 19.8 g (0.20 mol) of diallylamine was gradually added thereinto and further, 8.4 g (0.20 mol) of caustic soda was added thereinto. By generating the heat of reaction, the temperature of reaction solution was raised to about 60° C. and the reaction was continued at the temperature for 2 hours. Thereafter, the reaction mixture was cooled and filtered to remove ... RXN SMILES: [Br:1][CH2:2][C:3](=[O:4])[c:5]1[cH:6][c:7]2[cH:8][cH:9][cH:10][cH:11][c:12]2[cH:13][cH:14]1.[CH3:35][CH2:36][OH:37].[Na+:30].[OH:15][CH:16]([c:17]1[cH:18][cH:19][c:20]([F:23])[cH:21][cH:22]1)[CH:24]1[CH2:25][CH2:26][NH:27][CH2:28][CH2:29]1.[OH:31][C:32](=[O:33])[O-:34]>>[CH2:2]([C:3](=[O:4])[c:5]1[cH:6][c:7]2[cH:8][cH:9][cH:10][cH:11][c:12]2[cH:13][cH:14]1)[N:27]1[CH2:26][CH2:25][CH:24]([CH:16]([OH:15])[c:17]2[cH:18][cH:19][c:20]([F:23])[cH:21][cH:22]2)[CH2:29][CH2:28]1. The reactants are O=C(CBr)c1ccc2ccccc2c1, CCO, [Na+], OC(c1ccc(F)cc1)C1CCNCC1, O=C([O-])O. Product: O=C(CN1CCC(C(O)c2ccc(F)cc2)CC1)c1ccc2ccccc2c1. Yields the product C(C)OC(=O)C=1SC(=CC1)C=O (5-formyl-thiophene-2-carboxylic acid ethyl ester). Run in C1CCOC1 (THF), C1CCOC1 (THF). Run at temperature 0 celsius, time 5 minute. The reactants are C(C)OC(=O)C=1SC=CC1 (thiophene-2-carboxylic acid ethyl ester), CN(C=O)C (N,N-dimethylformamide), C(C)(C)NC(C)C (diisopropylamine), C(CCC)[Li] (n-butyllithium). The yield is 55.1%. Reported procedure: A solution of diisopropylamine (0.588 mL, 60 mmol) in THF (20 mL) under N2 is cooled to −78° C. and treated with n-butyllithium (2.5 M in hexanes, 1.66 mL). The mixture is then warmed to 0° C. for 10 min, cooled back to −78° C., treated dropwise with a solution of thiophene-2-carboxylic acid ethyl ester (0.5 g, 3.2 mmol) in THF (12 mL), and stirred 5 min. N,N-dimethylformamide (0.324 mL, 4.16 mmol) is then added, and the reaction is allowed to warm to rt, while stirring overnight. Aqueous buffer... Reaction SMILES: C(NC(C)C)(C)C.C([Li])CCC.[CH2:13]([O:15][C:16]([C:18]1[S:19][CH:20]=[CH:21][CH:22]=1)=[O:17])[CH3:14].CN(C)[CH:25]=[O:26]>C1COCC1>[CH2:13]([O:15][C:16]([C:18]1[S:19][C:20]([CH:25]=[O:26])=[CH:21][CH:22]=1)=[O:17])[CH3:14].